From a dataset of the Open Reaction Database (ORD), a public repository of structured organic reaction records. describe an organic reaction: reactants, conditions, products, and yield Reactants: C(CCCCCCC)C1=CC=C(S1)C=O (5-octyl-2-thiophenecarboxaldehyde), C1(=CC=CC=C1)P(C1=CC=CC=C1)(C1=CC=CC=C1)=CC(=O)OCC (ethyl (triphenylphosphoranylidene)acetate). Solvent: O1CCCC1 (tetrahydrofuran). Yields the product C(CCCCCCC)C1=CC=C(S1)C=CC(=O)OCC (ethyl 5-octylthiophene-2-acrylate). Reaction SMILES: [CH2:1]([C:9]1[S:13][C:12]([CH:14]=O)=[CH:11][CH:10]=1)[CH2:2][CH2:3][CH2:4][CH2:5][CH2:6][CH2:7][CH3:8].C1(P(=[CH:35][C:36]([O:38][CH2:39][CH3:40])=[O:37])(C2C=CC=CC=2)C2C=CC=CC=2)C=CC=CC=1>O1CCCC1>[CH2:1]([C:9]1[S:13][C:12]([CH:14]=[CH:35][C:36]([O:38][CH2:39][CH3:40])=[O:37])=[CH:11][CH:10]=1)[CH2:2][CH2:3][CH2:4][CH2:5][CH2:6][CH2:7][CH3:8]. Reported procedure: A solution of 75.4 g. 5-octyl-2-thiophenecarboxaldehyde and 117.6 g. ethyl (triphenylphosphoranylidene)acetate in 400 ml. tetrahydrofuran is refluxed for 20 hours. The solution is concentrated, the semi-solid residue is slurried with ether and filtered. Concentration followed by distillation of the resultant oil yields ethyl 5-octylthiophene-2-acrylate as an oil. Reactants: Brc1ccc(Br)nc1, CCOC(C)=O, CCO, Cc1ccccc1, OB(O)c1ccc(F)cc1, [Na+], [Na+], O=C([O-])[O-], c1ccc(P(c2ccccc2)(c2ccccc2)[Pd](P(c2ccccc2)(c2ccccc2)c2ccccc2)(P(c2ccccc2)(c2ccccc2)c2ccccc2)P(c2ccccc2)(c2ccccc2)c2ccccc2)cc1. Product: Fc1ccc(-c2ccc(Br)cn2)cc1. RXN SMILES: [Br:11][c:12]1[n:13][cH:14][c:15]([Br:18])[cH:16][cH:17]1.[CH3:25][CH2:26][O:27][C:28](=[O:29])[CH3:30].[CH3:31][CH2:32][OH:33].[CH3:34][c:35]1[cH:36][cH:37][cH:38][cH:39][cH:40]1.[F:1][c:2]1[cH:3][cH:4][c:5]([B:8]([OH:9])[OH:10])[cH:6][cH:7]1.[Na+:19].[Na+:20].[O-:21][C:22](=[O:23])[O-:24].[cH:41]1[cH:42][cH:43][c:44]([P:45]([Pd:46]([P:47]([c:48]2[cH:49][cH:50][cH:51][cH:52][cH:53]2)([c:54]2[cH:55][cH:56][cH:57][cH:58][cH:59]2)[c:60]2[cH:61][cH:62][cH:63][cH:64][cH:65]2)([P:66]([c:67]2[cH:68][cH:69][cH:70][cH:71][cH:72]2)([c:73]2[cH:74][cH:75][cH:76][cH:77][cH:78]2)[c:79]2[cH:80][cH:81][cH:82][cH:83][cH:84]2)[P:85]([c:86]2[cH:87][cH:88][cH:89][cH:90][cH:91]2)([c:92]2[cH:93][cH:94][cH:95][cH:96][cH:97]2)[c:98]2[cH:99][cH:100][cH:101][cH:102][cH:103]2)([c:104]2[cH:105][cH:106][cH:107][cH:108][cH:109]2)[c:110]2[cH:111][cH:112][cH:113][cH:114][cH:115]2)[cH:116][cH:117]1>>[F:1][c:2]1[cH:3][cH:4][c:5](-[c:12]2[n:13][cH:14][c:15]([Br:18])[cH:16][cH:17]2)[cH:6][cH:7]1. Starting materials: BrC=1C=CC(=NC1)C(=O)OC (methyl 5-bromopicolinate), N1(CCNCC1)C(=O)OC(C)(C)C (tert-butyl piperazine-1-carboxylate), C=1C=CC(=CC1)P(C=2C=CC=CC2)C3=CC=C4C=CC=CC4=C3C5=C6C=CC=CC6=CC=C5P(C=7C=CC=CC7)C=8C=CC=CC8 (BINAP), C(=O)([O-])[O-].[Cs+].[Cs+] (Cs2CO3). Reagents/catalysts: C=1C=CC(=CC1)/C=C/C(=O)/C=C/C2=CC=CC=C2.C=1C=CC(=CC1)/C=C/C(=O)/C=C/C2=CC=CC=C2.C=1C=CC(=CC1)/C=C/C(=O)/C=C/C2=CC=CC=C2.[Pd].[Pd] (Pd2(dba)3). Run in C1(=CC=CC=C1)C (toluene). Reaction conditions: temperature 100 celsius, time 10 hour. Product: COC(=O)C1=CC=C(C=N1)N1CCN(CC1)C(=O)OC(C)(C)C (tert-butyl 4-(6-(methoxycarbonyl)pyridin-3-yl)piperazine-1-carboxylate). Reaction SMILES: Br[C:2]1[CH:3]=[CH:4][C:5]([C:8]([O:10][CH3:11])=[O:9])=[N:6][CH:7]=1.[N:12]1([C:18]([O:20][C:21]([CH3:24])([CH3:23])[CH3:22])=[O:19])[CH2:17][CH2:16][NH:15][CH2:14][CH2:13]1.C1C=CC(P(C2C(C3C(P(C4C=CC=CC=4)C4C=CC=CC=4)=CC=C4C=3C=CC=C4)=C3C(C=CC=C3)=CC=2)C2C=CC=CC=2)=CC=1.C([O-])([O-])=O.[Cs+].[Cs+]>C1C=CC(/C=C/C(/C=C/C2C=CC=CC=2)=O)=CC=1.C1C=CC(/C=C/C(/C=C/C2C=CC=CC=2)=O)=CC=1.C1C=CC(/C=C/C(/C=C/C2C=CC=CC=2)=O)=CC=1.[Pd].[Pd].C1(C)C=CC=CC=1>[CH3:11][O:10][C:8]([C:5]1[N:6]=[CH:7][C:2]([N:15]2[CH2:14][CH2:13][N:12]([C:18]([O:20][C:21]([CH3:24])([CH3:23])[CH3:22])=[O:19])[CH2:17][CH2:16]2)=[CH:3][CH:4]=1)=[O:9] |f:3.4.5,6.7.8.9.10|. Procedure: To a flask containing methyl 5-bromopicolinate 49-1 (1.48 g, 6.85 mmol), tert-butyl piperazine-1-carboxylate 49-2 (1.53 g, 8.22 mmol), Pd2(dba)3 (315 mg, 0.34 mmol), BINAP (462 mg, 0.69 mmol) and Cs2CO3 (5.50 g, 17.20 mmol) under argon was added anhydrous toluene (30 mL). The mixture was stirred at 100° C. for 10 hours. After cooling to room temperature, the solvent was removed by rotary evaporation. The residue was redissolved in ethyl acetate (100 mL), washed with H2O and brine, dried over Na2... Starting materials: Cc1onc(-c2ccccc2)c1COc1ccc(Br)cn1, [Li]CCCC, C1CCOC1, CSSC. Yields the product CSc1ccc(OCc2c(-c3ccccc3)noc2C)nc1. As a reaction SMILES: [Br:1][c:2]1[cH:3][cH:4][c:5]([O:8][CH2:9][c:10]2[c:11](-[c:16]3[cH:17][cH:18][cH:19][cH:20][cH:21]3)[n:12][o:13][c:14]2[CH3:15])[n:6][cH:7]1.[CH2:22]([Li:23])[CH2:24][CH2:25][CH3:26].[CH2:31]1[O:32][CH2:33][CH2:34][CH2:35]1.[CH3:27][S:28][S:29][CH3:30]>>[c:2]1([S:28][CH3:27])[cH:3][cH:4][c:5]([O:8][CH2:9][c:10]2[c:11](-[c:16]3[cH:17][cH:18][cH:19][cH:20][cH:21]3)[n:12][o:13][c:14]2[CH3:15])[n:6][cH:7]1. The reactants are COC(C1=CC=C(C=C1)C(Cl)(Cl)Cl)=O (4-trichloromethylbenzoic acid methyl ester), NC1=C(C=CC=C1)O (2-aminophenol), Cl (HCl). Run at time 4 hour. The product is C(=O)(OC)C1=CC=C(C=C1)C=1OC2=C(N1)C=CC=C2 (2-(4-carbomethoxyphenyl)-benzoxazole). As a reaction SMILES: [CH3:1][O:2][C:3](=[O:14])[C:4]1[CH:9]=[CH:8][C:7]([C:10](Cl)(Cl)Cl)=[CH:6][CH:5]=1.[NH2:15][C:16]1[CH:21]=[CH:20][CH:19]=[CH:18][C:17]=1[OH:22].Cl>>[C:3]([C:4]1[CH:9]=[CH:8][C:7]([C:10]2[O:22][C:17]3[CH:18]=[CH:19][CH:20]=[CH:21][C:16]=3[N:15]=2)=[CH:6][CH:5]=1)([O:2][CH3:1])=[O:14]. Reported procedure: In the apparatus described in Example 1, 25.4 g of 4-trichloromethylbenzoic acid methyl ester (0.1 mol) and 10.9 g of 2-aminophenol (0.1 mol) were mixed and slowly heated up to 200° C, so that the stream of HCl that commences at 130° C would not become too strong. The total reaction time was about 4 hours. The ground reaction product was washed thrice with 100 ml of hot benzene and the combined and concentrated benzene phases where chromatographed through an Al2O3 : 8.9 g of raw product XVI, mel... Reactants: CC1=CC(=C(C=C1)NC(=O)C(C(=O)C)N=NC2=C(C=C(C=C2)C3=CC(=C(C=C3)N=NC(C(=O)C)C(=O)NC4=C(C=C(C=C4)C)C)Cl)Cl)C (C.I. Pigment Yellow 13), C(CC(=O)C)(=O)NC1=CC=CC=C1 (acetoacetanilide). Yields the product CC(=O)C(C(=O)NC1=CC=CC=C1)N=NC2=C(C=C(C=C2)C3=CC(=C(C=C3)N=NC(C(=O)C)C(=O)NC4=CC=CC=C4)Cl)Cl (C.I. Pigment Yellow 12). Reaction SMILES: C[C:2]1[CH:7]=[CH:6][C:5]([NH:8][C:9]([CH:11]([N:15]=[N:16][C:17]2[CH:22]=[CH:21][C:20]([C:23]3[CH:28]=[CH:27][C:26]([N:29]=[N:30][CH:31]([C:35]([NH:37][C:38]4[CH:43]=[CH:42][C:41](C)=[CH:40][C:39]=4C)=[O:36])[C:32]([CH3:34])=[O:33])=[C:25]([Cl:46])[CH:24]=3)=[CH:19][C:18]=2[Cl:47])[C:12]([CH3:14])=[O:13])=[O:10])=[C:4](C)[CH:3]=1.C(NC1C=CC=CC=1)(=O)CC(C)=O>>[CH3:34][C:32]([CH:31]([N:30]=[N:29][C:26]1[CH:27]=[CH:28][C:23]([C:20]2[CH:21]=[CH:22][C:17]([N:16]=[N:15][CH:11]([C:9]([NH:8][C:5]3[CH:6]=[CH:7][CH:2]=[CH:3][CH:4]=3)=[O:10])[C:12]([CH3:14])=[O:13])=[C:18]([Cl:47])[CH:19]=2)=[CH:24][C:25]=1[Cl:46])[C:35]([NH:37][C:38]1[CH:39]=[CH:40][CH:41]=[CH:42][CH:43]=1)=[O:36])=[O:33]. Reported procedure: The pigment suspension was prepared similarly to C.I. Pigment Yellow 13 by coupling of 28 g of tetrazotized 3,3'-dichlorobenzidene with 41.1 g of acetoacetanilide.